From a dataset of the Open Reaction Database (ORD), a public repository of structured organic reaction records. describe an organic reaction: reactants, conditions, products, and yield Reactants: NCCOCCO, COc1ccc(C(=O)NCC(O)CO)cc1C=Cc1ccc(C(F)(F)F)cc1. Yields the product COc1ccc(C(=O)NCCOCCO)cc1C=Cc1ccc(C(F)(F)F)cc1. As a reaction SMILES: [NH2:29][CH2:30][CH2:31][O:32][CH2:33][CH2:34][OH:35].[OH:1][CH:2]([CH2:3][NH:4][C:5]([c:6]1[cH:7][c:8]([CH:14]=[CH:15][c:16]2[cH:17][cH:18][c:19]([C:22]([F:23])([F:24])[F:25])[cH:20][cH:21]2)[c:9]([O:12][CH3:13])[cH:10][cH:11]1)=[O:26])[CH2:27][OH:28]>>[CH2:3]([NH:4][C:5]([c:6]1[cH:7][c:8]([CH:14]=[CH:15][c:16]2[cH:17][cH:18][c:19]([C:22]([F:23])([F:24])[F:25])[cH:20][cH:21]2)[c:9]([O:12][CH3:13])[cH:10][cH:11]1)=[O:26])[CH2:31][O:32][CH2:33][CH2:34][OH:35]. The reactants are CCOC(=O)c1ccc2c(c1)CC(C)(C)C(c1cc(F)cc(-c3ccc(C#N)cc3)c1)N2, CO, Cl, [Li+], C1CCOC1, [OH-], O, O. Yields the product CC1(C)Cc2cc(C(=O)O)ccc2NC1c1cc(F)cc(-c2ccc(C#N)cc2)c1. As a reaction SMILES: [CH2:1]([CH3:2])[O:3][C:4](=[O:5])[c:6]1[cH:7][c:8]2[c:13]([cH:14][cH:15]1)[NH:12][CH:11]([c:16]1[cH:17][c:18](-[c:23]3[cH:24][cH:25][c:26]([C:29]#[N:30])[cH:27][cH:28]3)[cH:19][c:20]([F:22])[cH:21]1)[C:10]([CH3:31])([CH3:32])[CH2:9]2.[CH3:38][OH:39].[ClH:37].[Li+:35].[O:40]1[CH2:41][CH2:42][CH2:43][CH2:44]1.[OH-:34].[OH2:33].[OH2:36]>>[O:3]=[C:4]([OH:5])[c:6]1[cH:7][c:8]2[c:13]([cH:14][cH:15]1)[NH:12][CH:11]([c:16]1[cH:17][c:18](-[c:23]3[cH:24][cH:25][c:26]([C:29]#[N:30])[cH:27][cH:28]3)[cH:19][c:20]([F:22])[cH:21]1)[C:10]([CH3:31])([CH3:32])[CH2:9]2. Starting materials: C(C1=CC=CC=C1)OC(CC/C=C/C1=C(C(=O)OC)C(=CC=C1)NS(=O)(=O)C1=C(C=CC=C1)F)=O (methyl 2-[(1E)-5-(benzyloxy)-5-oxo-1-pentenyl]-6-{[(2-fluorophenyl)sulfonyl]amino}benzoate), [Li+].[OH-] (LiOH). Reagents/catalysts: [OH-].[OH-].[Pd+2] (Pd(OH)2). The solvent is CO (methanol). Run at time 24 hour. The product is FC1=C(C=CC=C1)S(=O)(=O)NC=1C(=C(C=CC1)CCCCC(=O)O)C(=O)OC (5-[3-{[(2-fluorophenyl)sulfonyl]amino}-2-(methoxycarbonyl)phenyl]pentanoic acid). The yield is 96.4%. RXN SMILES: C([O:8][C:9](=[O:35])[CH2:10][CH2:11]/[CH:12]=[CH:13]/[C:14]1[CH:23]=[CH:22][CH:21]=[C:20]([NH:24][S:25]([C:28]2[CH:33]=[CH:32][CH:31]=[CH:30][C:29]=2[F:34])(=[O:27])=[O:26])[C:15]=1[C:16]([O:18][CH3:19])=[O:17])C1C=CC=CC=1.[Li+].[OH-]>CO.[OH-].[OH-].[Pd+2]>[F:34][C:29]1[CH:30]=[CH:31][CH:32]=[CH:33][C:28]=1[S:25]([NH:24][C:20]1[C:15]([C:16]([O:18][CH3:19])=[O:17])=[C:14]([CH2:13][CH2:12][CH2:11][CH2:10][C:9]([OH:35])=[O:8])[CH:23]=[CH:22][CH:21]=1)(=[O:27])=[O:26] |f:1.2,4.5.6|. Procedure details: A solution of Example 510D (9.84 g, 19.77 mmol) in methanol (150 mL) was added to Pd(OH)2 (1.97 g). The suspension was shaken in a reactor pressurized with 60 psi of H2 at 25° C. for 24 hours, filtered, and concentrated. The concentrate was dissolved in 4:1 methanol/H2O (200 mL), treated with LiOH (1.38 g, 57.66 mmol), stirred for 18 hours, quenched with 1N HCl (100 mL), and concentrated. The remaining solution was extracted with ethyl acetate (2×100 mL). The combined extracts were washed with b... The reactants are ClC1=CC(=C(CN2N=CC3=CC(=CC=C23)C=C2C(N(C(S2)=O)CCNC)=O)C=C1)C(F)(F)F (5-[1-(4-chloro-2-trifluoromethylbenzyl)-1H-indazol-5-ylmethylene]-3-(2-methylaminoethyl)thiazolidine-2,4-dione), CS(=O)(=O)Cl (methanesulfonyl chloride). Product: ClC1=CC(=C(CN2N=CC3=CC(=CC=C23)\C=C/2\C(N(C(S2)=O)CCN(S(=O)(=O)C)C)=O)C=C1)C(F)(F)F (N-{2-[(5Z)-5-({1-[4-Chloro-2-(trifluoromethyl)benzyl]-1H-indazol-5-yl}methylidene)-2,4-dioxo-1,3-thiazolidin-3-yl]ethyl}-N-methylmethane sulfonamide). As a reaction SMILES: [Cl:1][C:2]1[CH:29]=[CH:28][C:5]([CH2:6][N:7]2[C:15]3[C:10](=[CH:11][C:12]([CH:16]=[C:17]4[S:21][C:20](=[O:22])[N:19]([CH2:23][CH2:24][NH:25][CH3:26])[C:18]4=[O:27])=[CH:13][CH:14]=3)[CH:9]=[N:8]2)=[C:4]([C:30]([F:33])([F:32])[F:31])[CH:3]=1.[CH3:34][S:35](Cl)(=[O:37])=[O:36]>>[Cl:1][C:2]1[CH:29]=[CH:28][C:5]([CH2:6][N:7]2[C:15]3[C:10](=[CH:11][C:12](/[CH:16]=[C:17]4/[C:18](=[O:27])[N:19]([CH2:23][CH2:24][N:25]([CH3:26])[S:35]([CH3:34])(=[O:37])=[O:36])[C:20](=[O:22])[S:21]/4)=[CH:13][CH:14]=3)[CH:9]=[N:8]2)=[C:4]([C:30]([F:31])([F:33])[F:32])[CH:3]=1. Procedure: N-{2-[(5Z)-5-({1-[4-Chloro-2-(trifluoromethyl)benzyl]-1H-indazol-5-yl}methylidene)-2,4-dioxo-1,3-thiazolidin-3-yl]ethyl}-N-methylmethane sulfonamide was prepared from 5-[1-(4-chloro-2-trifluoromethylbenzyl)-1H-indazol-5-ylmethylene]-3-(2-methylaminoethyl)thiazolidine-2,4-dione (from Example 394) and methanesulfonyl chloride following General Procedure U.